This data is from the Open Reaction Database (ORD), a public repository of structured organic reaction records. The task is: describe an organic reaction: reactants, conditions, products, and yield Reactants: CN(C)C(=[N+](C)C)ON1C2=C(C=CC=C2)N=N1.[B-](F)(F)(F)F (TBTU), ClC1=CC=C(S1)C(=O)NC[C@@H](C(=O)O)NS(=O)(=O)C1=C(C(=CC=C1)C=1C=NC=CC1)C ((S)-3-[(5-Chloro-thiophene-2-carbonyl)-amino]-2-(2-methyl-3-pyridin-3-yl-benzenesulfonylamino)-propionic acid), CCN(C(C)C)C(C)C (DIPEA), C1(CC1)N1CCNCC1 (N-cyclopropyl piperazine). Run in C(Cl)Cl (DCM). Run at time 1 hour. Yields the product Cl.Cl.C1(CC1)N1CCN(CC1)C([C@H](CNC(=O)C=1SC(=CC1)Cl)NS(=O)(=O)C1=C(C(=CC=C1)C=1C=NC=CC1)C)=O (5-Chloro-thiophene-2-carboxylic acid [(S)-3-(4-cyclopropyl-piperazin-1-yl)-2-(2-methyl-3-pyridin-3-yl-benzenesulfonylamino)-3-oxo-propyl]-amide dihydrochloride). RXN SMILES: [Cl:1][C:2]1[S:6][C:5]([C:7]([NH:9][CH2:10][C@H:11]([NH:15][S:16]([C:19]2[CH:24]=[CH:23][CH:22]=[C:21]([C:25]3[CH:26]=[N:27][CH:28]=[CH:29][CH:30]=3)[C:20]=2[CH3:31])(=[O:18])=[O:17])[C:12]([OH:14])=O)=[O:8])=[CH:4][CH:3]=1.[CH:32]1([N:35]2[CH2:40][CH2:39][NH:38][CH2:37][CH2:36]2)[CH2:34][CH2:33]1.CCN(C(C)C)C(C)C.CN(C(ON1N=NC2C=CC=CC1=2)=[N+](C)C)C.[B-](F)(F)(F)F>C(Cl)Cl>[ClH:1].[ClH:1].[CH:32]1([N:35]2[CH2:40][CH2:39][N:38]([C:12](=[O:14])[C@@H:11]([NH:15][S:16]([C:19]3[CH:24]=[CH:23][CH:22]=[C:21]([C:25]4[CH:26]=[N:27][CH:28]=[CH:29][CH:30]=4)[C:20]=3[CH3:31])(=[O:17])=[O:18])[CH2:10][NH:9][C:7]([C:5]3[S:6][C:2]([Cl:1])=[CH:3][CH:4]=3)=[O:8])[CH2:37][CH2:36]2)[CH2:34][CH2:33]1 |f:3.4,6.7.8|. Procedure: Intermediate 78 (202 mg, 0.42 mmol) was dissolved in 10 ml DCM and N-cyclopropyl piperazine (105 mg, 0.84 mmol) was added followed by DIPEA (0.29 ml, 1.68 mmol) and TBTU (202 mg, 0.63 mmol). After stirring for 1 h at RT the solution was evaporated to dryness and purified by silica gel chromatography (Elution with DCM/methanol from 0 to 10% of methanol). The solid obtained after evaporation of the solvents was dissolved in DCM, HCl 2M in Et2O (5 ml) was added and the solvents were evaporated. Yie... Reactants: COC1=C(N)C=C(C=C1)C(F)(F)F (2-methoxy-5-(trifluoromethyl)aniline), C1=CN(C=N1)C(=O)N2C=CN=C2 (CDI), O (H2O), CNC(=O)C1=NC=CC(=C1)OC1=CC=C(N)C=C1 (4-(2-(N-methylcarbamoyl)-4-pyridyloxy)aniline). Solvent: C(Cl)Cl (CH2Cl2). Reaction conditions: time 16 hour. Product: CNC(=O)C1=NC=CC(=C1)OC1=CC=C(C=C1)NC(=O)N ((4-(2-(N-methylcarbamoyl)-4-pyridyloxy)phenyl)urea). As a reaction SMILES: COC1C=CC(C(F)(F)F)=CC=1N.C1N=C[N:16]([C:19](N2C=NC=C2)=[O:20])C=1.[CH3:26][NH:27][C:28]([C:30]1[CH:35]=[C:34]([O:36][C:37]2[CH:43]=[CH:42][C:40]([NH2:41])=[CH:39][CH:38]=2)[CH:33]=[CH:32][N:31]=1)=[O:29].O>C(Cl)Cl>[CH3:26][NH:27][C:28]([C:30]1[CH:35]=[C:34]([O:36][C:37]2[CH:43]=[CH:42][C:40]([NH:41][C:19]([NH2:16])=[O:20])=[CH:39][CH:38]=2)[CH:33]=[CH:32][N:31]=1)=[O:29]. Reported procedure: To a solution of 2-methoxy-5-(trifluoromethyl)aniline (0.15 g) in anh CH2Cl2 (15 mL) at 0° C. is added CDI (0.13 g). The resulting solution is allowed to warm to room temp. over 1 h, is stirred at room temp. for 16 h, then is treated with 4-(2-(N-methylcarbamoyl)-4-pyridyloxy)aniline (0.18 g) from Step 2. The resulting yellow solution is stirred at room temp. for 72 h, then is treated with H2O (125 mL). The resulting aqueous mixture is extracted with EtOAc (2×150 mL). The combined organics are w... Starting materials: C(C1=CC=CC=C1)OC=1C=C(CC=2C(=NC(=NC2)N)N)C=C(C1I)OCC (5-(3-benzyloxy-5-ethoxy-4-iodo-benzyl)-pyrimidine-2,4-diamine), N1(CCOCC1)CC1=CC=C(S1)[B] ((5-morpholin-4-ylmethyl-thiophen-2-yl)-boron). Product: C1(CC1)COC=1C=C(CC=2C(=NC(=NC2)N)N)C=C(C1C=1SC(=CC1)CN1CCOCC1)OCC (5-[3-Cyclopropylmethoxy-5-ethoxy-4-(5-morpholin-4-ylmethyl-thiophen-2-yl)-benzyl]-pyrimidine-2,4-diamine). As a reaction SMILES: [CH2:1]([O:8][C:9]1[CH:10]=[C:11]([CH:21]=[C:22]([O:25][CH2:26][CH3:27])[C:23]=1I)[CH2:12][C:13]1[C:14]([NH2:20])=[N:15][C:16]([NH2:19])=[N:17][CH:18]=1)[C:2]1C=CC=[CH:4][CH:3]=1.[N:28]1([CH2:34][C:35]2[S:39][C:38]([B])=[CH:37][CH:36]=2)[CH2:33][CH2:32][O:31][CH2:30][CH2:29]1>>[CH:2]1([CH2:1][O:8][C:9]2[CH:10]=[C:11]([CH:21]=[C:22]([O:25][CH2:26][CH3:27])[C:23]=2[C:38]2[S:39][C:35]([CH2:34][N:28]3[CH2:33][CH2:32][O:31][CH2:30][CH2:29]3)=[CH:36][CH:37]=2)[CH2:12][C:13]2[C:14]([NH2:20])=[N:15][C:16]([NH2:19])=[N:17][CH:18]=2)[CH2:3][CH2:4]1 |^3:32|. Reported procedure: Prepared analogously to example (2ac) starting from 5-(3-benzyloxy-5-ethoxy-4-iodo-benzyl)-pyrimidine-2,4-diamine (example 6) (1.429 g; 3 mmol) and (5-morpholin-4-ylmethyl-thiophen-2-yl)-boron acid (681 mg; 3 mmol). Starting materials: [N+](=O)([O-])C1=CC(=C(OC(C(=O)OC)C2=CC3=C(C=C2)OCO3)C=C1)CC=C (Methyl 2-(4-nitro-2-(propen-3-yl)phenoxy)-2-(3,4-methylenedioxyphenyl)acetate). Reagents/catalysts: [Pd] (Pd-C). Run in CO (methanol). Reaction conditions: time 6 hour. Yields the product NC1=CC(=C(OC(C(=O)OC)C2=CC3=C(C=C2)OCO3)C=C1)CCC (methyl α-(4-amino-2-n-propylphenoxy)-2-(3,4-methylenedioxyphenyl)acetate). The yield is 108.1%. Reaction SMILES: [N+:1]([C:4]1[CH:24]=[CH:23][C:7]([O:8][CH:9]([C:14]2[CH:19]=[CH:18][C:17]3[O:20][CH2:21][O:22][C:16]=3[CH:15]=2)[C:10]([O:12][CH3:13])=[O:11])=[C:6]([CH2:25][CH:26]=[CH2:27])[CH:5]=1)([O-])=O>CO.[Pd]>[NH2:1][C:4]1[CH:24]=[CH:23][C:7]([O:8][CH:9]([C:14]2[CH:19]=[CH:18][C:17]3[O:20][CH2:21][O:22][C:16]=3[CH:15]=2)[C:10]([O:12][CH3:13])=[O:11])=[C:6]([CH2:25][CH2:26][CH3:27])[CH:5]=1. Procedure: To a solution of the product of Step B (0.5 g) in methanol (6 mL) was added Pd-C(10%)(0.05g), and the reaction mixture was stirred at room temperature for 6 h under an atmosphere of hydrogen gas. The catalyst was filtered off and the filtrate was concentrated in vacuo to give the desired methyl α-(4-amino-2-n-propylphenoxy)-2-(3,4-methylenedioxyphenyl)acetate (0.5 g) as a solid. This material without further purification was dissolved in dry THF (5 mL) and reacted with N-iso-propylisocyanate (0.... Starting materials: C(C)(C)(C)OC(=O)NC1C(NC2=C(NC1=O)C=CC=C2)=O (3-(t-Butoxycarbonylamino)-1H-1,5-benzodiazepine-2,4(3H,5H)-dione), C1(CC1)CCl (cyclopropylmethyl chloride). The product is C1(CC1)CN1C(C(C(N(C2=C1C=CC=C2)CC2CC2)=O)NC(=O)OC(C)(C)C)=O (1,5-Bis-(cyclopropylmethyl )-3-(t-butoxy-carbonylamino)-1H-1,5-benzodiazepine-2,4(3H,5H)-dione). As a reaction SMILES: [C:1]([O:5][C:6]([NH:8][CH:9]1[C:15](=[O:16])[NH:14][C:13]2[CH:17]=[CH:18][CH:19]=[CH:20][C:12]=2[NH:11][C:10]1=[O:21])=[O:7])([CH3:4])([CH3:3])[CH3:2].[CH:22]1([CH2:25]Cl)[CH2:24][CH2:23]1>>[CH:22]1([CH2:25][N:14]2[C:13]3[CH:17]=[CH:18][CH:19]=[CH:20][C:12]=3[N:11]([CH2:25][CH:22]3[CH2:24][CH2:23]3)[C:10](=[O:21])[CH:9]([NH:8][C:6]([O:5][C:1]([CH3:4])([CH3:2])[CH3:3])=[O:7])[C:15]2=[O:16])[CH2:24][CH2:23]1. Procedure: Compound 14o is prepared in a manner similar to that used for preparation of Compound 14 h using previously prepared Compound 13 and cyclopropylmethyl chloride. The reactants are O=C(O)CCCC(=O)c1ccccc1, CC(C)CC(NC(=O)C(Cc1c[nH]cn1)NC(=O)C(Cc1cccc2ccccc12)NC(=O)OCc1ccccc1)C(O)CC(=O)NN, CN(C)C=O, O=C1CCC(=O)N1O. Yields the product CC(C)CC(NC(=O)C(Cc1c[nH]cn1)NC(=O)C(Cc1cccc2ccccc12)NC(=O)OCc1ccccc1)C(O)CC(=O)NNC(=O)CCCC(=O)c1ccccc1. As a reaction SMILES: [C:49]([c:50]1[cH:51][cH:52][cH:53][cH:54][cH:55]1)(=[O:56])[CH2:57][CH2:58][CH2:59][C:60](=[O:61])[OH:62].[CH2:1]([c:2]1[cH:3][cH:4][cH:5][cH:6][cH:7]1)[O:8][C:9](=[O:10])[NH:11][CH:12]([CH2:13][c:14]1[cH:15][cH:16][cH:17][c:18]2[cH:19][cH:20][cH:21][cH:22][c:23]12)[C:24](=[O:25])[NH:26][CH:27]([CH2:28][c:29]1[cH:30][nH:31][cH:32][n:33]1)[C:34](=[O:35])[NH:36][CH:37]([CH:38]([CH2:39][C:40](=[O:41])[NH:42][NH2:43])[OH:44])[CH2:45][CH:46]([CH3:47])[CH3:48].[CH3:71][N:72]([CH3:73])[CH:74]=[O:75].[OH:63][N:64]1[C:65](=[O:66])[CH2:67][CH2:68][C:69]1=[O:70]>>[CH2:1]([c:2]1[cH:3][cH:4][cH:5][cH:6][cH:7]1)[O:8][C:9](=[O:10])[NH:11][CH:12]([CH2:13][c:14]1[cH:15][cH:16][cH:17][c:18]2[cH:19][cH:20][cH:21][cH:22][c:23]12)[C:24](=[O:25])[NH:26][CH:27]([CH2:28][c:29]1[cH:30][nH:31][cH:32][n:33]1)[C:34](=[O:35])[NH:36][CH:37]([CH:38]([CH2:39][C:40](=[O:41])[NH:42][NH:43][C:60]([CH2:59][CH2:58][CH2:57][C:49]([c:50]1[cH:51][cH:52][cH:53][cH:54][cH:55]1)=[O:56])=[O:61])[OH:44])[CH2:45][CH:46]([CH3:47])[CH3:48].